This data is from the Open Reaction Database (ORD), a public repository of structured organic reaction records. The task is: describe an organic reaction: reactants, conditions, products, and yield Starting materials: C(C)(C)(C)OC(NC=1COCC(N1)(C)C1=CC(=CC=C1)N=[N+]=[N-])=O ([5-(3-azido-phenyl)-5-methyl-5,6-dihydro-2H-[1,4]oxazin-3-yl]-carbamic acid tert-butyl ester). Reagents/catalysts: [Pd].CC(=O)[O-].CC(=O)[O-].[Pb+2] (Lindlar catalyst). Solvent: CCOC(=O)C (EtOAc). Yields the product C(C)(C)(C)OC(NC=1COCC(N1)(C)C1=CC(=CC=C1)N)=O ([5-(3-Amino-phenyl)-5-methyl-5,6-dihydro-2H-[1,4]oxazin-3-yl]-carbamic acid tert-butyl ester). As a reaction SMILES: [C:1]([O:5][C:6](=[O:24])[NH:7][C:8]1[CH2:9][O:10][CH2:11][C:12]([C:15]2[CH:20]=[CH:19][CH:18]=[C:17]([N:21]=[N+]=[N-])[CH:16]=2)([CH3:14])[N:13]=1)([CH3:4])([CH3:3])[CH3:2]>CCOC(C)=O.[Pd].CC([O-])=O.CC([O-])=O.[Pb+2]>[C:1]([O:5][C:6](=[O:24])[NH:7][C:8]1[CH2:9][O:10][CH2:11][C:12]([C:15]2[CH:20]=[CH:19][CH:18]=[C:17]([NH2:21])[CH:16]=2)([CH3:14])[N:13]=1)([CH3:2])([CH3:3])[CH3:4] |f:2.3.4.5|. Reported procedure: A solution of [5-(3-azido-phenyl)-5-methyl-5,6-dihydro-2H-[1,4]oxazin-3-yl]-carbamic acid tert-butyl ester (497 mg, 1.50 mmol) in EtOAc (37 ml) was hydrogenated using Lindlar catalyst (10 h, room temperature). The mixture was filtered through Celite, and the filtrate was evaporated under reduced pressure yielding the title compound in the form of a colourless solid. 1H-NMR (500 MHz, DMSO-d6): 9.57 (br, 1H), 6.97 (br, 1H), 6.55 (s, 1H), 6.52 (d, 1H), 6.45 (br, 1H), 5.08 (br, 2H), 4.40-4.30 (m, 2H...